This data is from the Open Reaction Database (ORD), a public repository of structured organic reaction records. The task is: describe an organic reaction: reactants, conditions, products, and yield Yield: 53.0%. Reaction SMILES: Br[C:2]1[N:6]([S:7]([C:10]2[CH:11]=[N:12][CH:13]=[CH:14][CH:15]=2)(=[O:9])=[O:8])[CH:5]=[C:4]([CH2:16][N:17]([CH3:25])[C:18](=[O:24])[O:19][C:20]([CH3:23])([CH3:22])[CH3:21])[CH:3]=1.[Cl:26][C:27]1[CH:32]=[CH:31][CH:30]=[CH:29][C:28]=1B(O)O.C(=O)([O-])[O-].[Na+].[Na+]>C1C=CC([P]([Pd]([P](C2C=CC=CC=2)(C2C=CC=CC=2)C2C=CC=CC=2)([P](C2C=CC=CC=2)(C2C=CC=CC=2)C2C=CC=CC=2)[P](C2C=CC=CC=2)(C2C=CC=CC=2)C2C=CC=CC=2)(C2C=CC=CC=2)C2C=CC=CC=2)=CC=1>[Cl:26][C:27]1[CH:32]=[CH:31][CH:30]=[CH:29][C:28]=1[C:2]1[N:6]([S:7]([C:10]2[CH:11]=[N:12][CH:13]=[CH:14][CH:15]=2)(=[O:9])=[O:8])[CH:5]=[C:4]([CH2:16][N:17]([CH3:25])[C:18](=[O:24])[O:19][C:20]([CH3:23])([CH3:22])[CH3:21])[CH:3]=1 |f:2.3.4,^1:45,47,66,85|. Starting materials: C([O-])([O-])=O.[Na+].[Na+] (sodium carbonate), BrC1=CC(=CN1S(=O)(=O)C=1C=NC=CC1)CN(C(OC(C)(C)C)=O)C (tert-butyl {[5-bromo-1-(pyridin-3-ylsulfonyl)-1H-pyrrol-3-yl]methyl}methylcarbamate), ClC1=C(C=CC=C1)B(O)O ((2-chlorophenyl)boronic acid). Reported procedure: By a similar operation as in Reference Example 301 and using tert-butyl {[5-bromo-1-(pyridin-3-ylsulfonyl)-1H-pyrrol-3-yl]methyl}methylcarbamate (300 mg), (2-chlorophenyl)boronic acid (218 mg), tetrakis(triphenylphosphine)palladium (40 mg) and sodium carbonate (222 mg), the title compound was obtained as a pale-blue oil (yield 171 mg, 53%). Reagents/catalysts: C=1C=CC(=CC1)[P](C=2C=CC=CC2)(C=3C=CC=CC3)[Pd]([P](C=4C=CC=CC4)(C=5C=CC=CC5)C=6C=CC=CC6)([P](C=7C=CC=CC7)(C=8C=CC=CC8)C=9C=CC=CC9)[P](C=1C=CC=CC1)(C=1C=CC=CC1)C=1C=CC=CC1 (tetrakis(triphenylphosphine)palladium). Product: ClC1=C(C=CC=C1)C1=CC(=CN1S(=O)(=O)C=1C=NC=CC1)CN(C(OC(C)(C)C)=O)C (tert-Butyl {[5-(2-chlorophenyl)-1-(pyridin-3-ylsulfonyl)-1H-pyrrol-3-yl]methyl}methylcarbamate), oil. Starting materials: CCO, Cc1ccccc1, CC(C)N(PN(C(C)C)C(C)C)C(C)C, CC(C)NC(C)C, ClP(Cl)Cl. The product is CC(C)N(C(C)C)P(Cl)N(C(C)C)C(C)C. As a reaction SMILES: [CH3:27][CH2:28][OH:29].[CH3:30][c:31]1[cH:32][cH:33][cH:34][cH:35][cH:36]1.[CH:12]([CH3:13])([CH3:14])[N:15]([CH:16]([CH3:17])[CH3:18])[PH:19][N:20]([CH:21]([CH3:22])[CH3:23])[CH:24]([CH3:25])[CH3:26].[CH:5]([NH:6][CH:7]([CH3:8])[CH3:9])([CH3:10])[CH3:11].[P:1]([Cl:2])([Cl:3])[Cl:4]>>[Cl:2][P:19]([N:15]([CH:12]([CH3:13])[CH3:14])[CH:16]([CH3:17])[CH3:18])[N:20]([CH:21]([CH3:22])[CH3:23])[CH:24]([CH3:25])[CH3:26]. Reactants: FC1=CC=C(C=C1)N1N=CC2=CC(=CC=C12)O[C@@H]([C@H](C)N)C1=CC(=CC=C1)OC ((1R,2S)-1-{[1-(4-fluorophenyl)-1H-indazol-5-yl]oxy}-1-(3-methoxyphenyl)propan-2-amine), BrC1=CC=C(O1)C(=O)O (5-bromofuran-2-carboxylic acid). Product: BrC1=CC=C(O1)C(=O)N[C@H]([C@@H](C1=CC(=CC=C1)OC)OC=1C=C2C=NN(C2=CC1)C1=CC=C(C=C1)F)C (5-bromo-N-[(1R,2S)-1-[1-(4-fluorophenyl)indazol-5-yl]oxy-1-(3-methoxyphenyl)propan-2-yl]furan-2-carboxamide). RXN SMILES: [F:1][C:2]1[CH:7]=[CH:6][C:5]([N:8]2[C:16]3[C:11](=[CH:12][C:13]([O:17][C@H:18]([C:22]4[CH:27]=[CH:26][CH:25]=[C:24]([O:28][CH3:29])[CH:23]=4)[C@@H:19]([NH2:21])[CH3:20])=[CH:14][CH:15]=3)[CH:10]=[N:9]2)=[CH:4][CH:3]=1.[Br:30][C:31]1[O:35][C:34]([C:36](O)=[O:37])=[CH:33][CH:32]=1>>[Br:30][C:31]1[O:35][C:34]([C:36]([NH:21][C@@H:19]([CH3:20])[C@H:18]([O:17][C:13]2[CH:12]=[C:11]3[C:16](=[CH:15][CH:14]=2)[N:8]([C:5]2[CH:4]=[CH:3][C:2]([F:1])=[CH:7][CH:6]=2)[N:9]=[CH:10]3)[C:22]2[CH:27]=[CH:26][CH:25]=[C:24]([O:28][CH3:29])[CH:23]=2)=[O:37])=[CH:33][CH:32]=1. Procedure details: Prepared as described in Example 269 from (1R,2S)-1-(1-(4-fluorophenyl)-1H-indazol-5-yloxy)-1-(3-methoxyphenyl)propan-2-amine (6a, 70 mg, 0.18 mmol) and 5-bromofuran-2-carboxylic acid (41.0 mg, 0.21 mmol). Starting materials: Grignard reagent, C(C[C@@H](C)CCC=C(C)C)Br ((S)-citronellyl bromide), C1(CCCCC1)[Mg]Cl (cyclohexylmagnesium chloride), [Cl-].[Li+] (lithium chloride). Reagents/catalysts: [Cu](Cl)Cl (copper(II) chloride). The solvent is C1CCOC1 (THF), C(C)OCC (diethylether), C1CCOC1 (THF). Run at temperature 0 celsius, time 30 minute. Yields the product C[C@H](CCC1CCCCC1)CCC=C(C)C ((3R)-(3,7-Dimethyl-oct-6-enyl)-cyclohexane). The yield is 75.5%. As a reaction SMILES: [CH:1]1([Mg]Cl)[CH2:6][CH2:5][CH2:4][CH2:3][CH2:2]1.[Cl-].[Li+].[CH2:11](Br)[CH2:12][C@H:13]([CH2:15][CH2:16][CH:17]=[C:18]([CH3:20])[CH3:19])[CH3:14]>C(OCC)C.C1COCC1.[Cu](Cl)Cl>[CH3:14][C@@H:13]([CH2:15][CH2:16][CH:17]=[C:18]([CH3:20])[CH3:19])[CH2:12][CH2:11][CH:1]1[CH2:6][CH2:5][CH2:4][CH2:3][CH2:2]1 |f:1.2|. Procedure details: A flask was charged with 100 mL of dry THF and cooled to 0° C. To this flask was added 103 mL (205 mmol) of 2 M cyclohexylmagnesium chloride in diethylether. Then 2.30 g (17 mmol) copper(II) chloride was taken up in 60 mL of THF and added as a slurry to the Grignard reagent. To this mixture was added 0.73 g (17.1 mmol) lithium chloride, and the mixture was stirred at 0° C. for 30 minutes. Then 13.5 mL (68.4 mmol) of (S)-citronellyl bromide was added, and the mixture was stirred 2 hours at 0° C. ... The reactants are C(C)OC(=O)CP(OCC)(OCC)=O (Diethyl ethoxycarbonylmethylphosphonate), O1CCCC1 (tetrahydrofuran), O1CCCC1 (Tetrahydrofuran), [H-].[Na+] (Sodium hydride), Cl (hydrochloric acid), O1CCCC1 (tetrahydrofuran), CCCC(C)CC(=O)C1=CC=CC=C1 (4-Pentylacetophenone), O1CCCC1 (tetrahydrofuran). Run at time 8 hour. Yields the product C(C)OC(C=C(C)C1=CC=C(C=C1)CCCCC)=O (3-(4-pentylphenyl)-2EZ-butenoic acid ethyl ester). As a reaction SMILES: [H-].[Na+].[CH2:3]([O:5][C:6]([CH2:8]P(=O)(OCC)OCC)=[O:7])[CH3:4].C[CH2:18][CH2:19][CH:20]([CH2:22][C:23]([C:25]1[CH:30]=[CH:29][CH:28]=[CH:27][CH:26]=1)=O)C.Cl.O1CC[CH2:34][CH2:33]1>>[CH2:3]([O:5][C:6](=[O:7])[CH:8]=[C:33]([C:28]1[CH:27]=[CH:26][C:25]([CH2:23][CH2:22][CH2:20][CH2:19][CH3:18])=[CH:30][CH:29]=1)[CH3:34])[CH3:4] |f:0.1|. Procedure: Sodium hydride (28.69, content: 63%) was suspended in tetrahydrofuran (1000 ml). Diethyl ethoxycarbonylmethylphosphonate (168 g) dissolved in tetrahydrofuran (500 ml) was added dropwise into the mixture with cooling in an ice-bath over 30 mins. 4-Pentylacetophenone (95 g) in tetrahydrofuran (500 ml) was added to the solution. The solution was stirred overnight at a room temperature and then refluxed at 8 hrs. Tetrahydrofuran was evoporated from the reaction mixture. Diluted hydrochloric acid was...